From a dataset of the Open Reaction Database (ORD), a public repository of structured organic reaction records. describe an organic reaction: reactants, conditions, products, and yield The reactants are N(=[N+]=[N-])C[C@@H]1[C@H]([C@H]([C@@H](O1)N1C=NC=2C(O)=NC=NC12)O)O (5′-azido-5′-deoxyinosine), [H][H] (hydrogen). Reagents/catalysts: palladium-on-carbon Pd/C. Solvent: CO (methanol). The product is NC[C@@H]1[C@H]([C@H]([C@@H](O1)N1C=NC=2C(O)=NC=NC12)O)O (5′-amino-5′-deoxyinosine). Yield: 91.0%. As a reaction SMILES: [N:1]([CH2:4][C@H:5]1[O:9][C@@H:8]([N:10]2[C:19]3[N:18]=[CH:17][N:16]=[C:14]([OH:15])[C:13]=3[N:12]=[CH:11]2)[C@H:7]([OH:20])[C@@H:6]1[OH:21])=[N+]=[N-].[H][H]>CO>[NH2:1][CH2:4][C@H:5]1[O:9][C@@H:8]([N:10]2[C:19]3[N:18]=[CH:17][N:16]=[C:14]([OH:15])[C:13]=3[N:12]=[CH:11]2)[C@H:7]([OH:20])[C@@H:6]1[OH:21]. Procedure: The thus-obtained 5′-azido-5′-deoxyinosine was then dissolved in methanol and reduced with hydrogen for 12 hours using palladium-on-carbon Pd/C (10%, 80 mg) as a catalyst, whereby 5′-amino-5′-deoxyinosine was obtained. The reactants are CCO, COc1ccc(-c2ccc(Cl)nn2)c(OCC(O)CNC(C)(C)C)c1, NN, O. Reaction SMILES: [CH3:29][CH2:30][OH:31].[Cl:1][c:2]1[cH:3][cH:4][c:5](-[c:8]2[c:9]([O:16][CH2:17][CH:18]([CH2:19][NH:20][C:21]([CH3:22])([CH3:23])[CH3:24])[OH:25])[cH:10][c:11]([O:14][CH3:15])[cH:12][cH:13]2)[n:6][n:7]1.[NH2:27][NH2:28].[OH2:26]>>[c:2]1([NH:27][NH2:28])[cH:3][cH:4][c:5](-[c:8]2[c:9]([O:16][CH2:17][CH:18]([CH2:19][NH:20][C:21]([CH3:22])([CH3:23])[CH3:24])[OH:25])[cH:10][c:11]([O:14][CH3:15])[cH:12][cH:13]2)[n:6][n:7]1. Yields the product COc1ccc(-c2ccc(NN)nn2)c(OCC(O)CNC(C)(C)C)c1. The reactants are BrB(Br)Br, O=C([O-])O, ClCCl, CNc1ccc(-c2cc3cc(OC)ccc3o2)nc1F, [Na+]. Yields the product CNc1ccc(-c2cc3cc(O)ccc3o2)nc1F. As a reaction SMILES: [B:21]([Br:22])([Br:23])[Br:24].[C:25](=[O:26])([OH:27])[O-:28].[Cl:30][CH2:31][Cl:32].[F:1][c:2]1[n:3][c:4](-[c:10]2[o:11][c:12]3[c:13]([cH:14]2)[cH:15][c:16]([O:19][CH3:20])[cH:17][cH:18]3)[cH:5][cH:6][c:7]1[NH:8][CH3:9].[Na+:29]>>[F:1][c:2]1[n:3][c:4](-[c:10]2[o:11][c:12]3[c:13]([cH:14]2)[cH:15][c:16]([OH:19])[cH:17][cH:18]3)[cH:5][cH:6][c:7]1[NH:8][CH3:9]. As a reaction SMILES: [Br:18][N:19]1[C:20](=[O:21])[CH2:22][CH2:23][C:24]1=[O:25].[CH3:1][O:2][c:3]1[c:4]([O:10][c:11]2[cH:12][c:13]([Cl:17])[cH:14][cH:15][cH:16]2)[cH:5][cH:6][cH:7][c:8]1[CH3:9].[N:26]([C:27]([CH3:28])([CH3:29])[C:30]#[N:31])=[N:32][C:33]([CH3:34])([CH3:35])[C:36]#[N:37].[cH:38]1[cH:39][cH:40][cH:41][cH:42][cH:43]1>>[CH3:1][O:2][c:3]1[c:4]([O:10][c:11]2[cH:12][c:13]([Cl:17])[cH:14][cH:15][cH:16]2)[cH:5][cH:6][cH:7][c:8]1[CH2:9][Br:18]. Reactants: O=C1CCC(=O)N1Br, COc1c(C)cccc1Oc1cccc(Cl)c1, CC(C)(C#N)N=NC(C)(C)C#N, c1ccccc1. The product is COc1c(CBr)cccc1Oc1cccc(Cl)c1. Reactants: Cl.C12CC(CC(CC1)N2)=O (8-azabicyclo[3.2.1]octan-3-one hydrochloride salt), BrCC1=CC=C(C(=O)OC)C=C1 (methyl 4-(bromomethyl)benzoate), C([O-])([O-])=O.[K+].[K+] (potassium carbonate). The solvent is C(C)#N (acetonitrile). Run at time 4 day. The product is O=C1CC2CCC(C1)N2CC2=CC=C(C(=O)OC)C=C2 (methyl 4-[(3-oxo-8-azabicyclo[3.2.1]oct-8-yl)methyl]-benzoate). Isolated yield 75.5%. RXN SMILES: Cl.[CH:2]12[NH:9][CH:6]([CH2:7][CH2:8]1)[CH2:5][C:4](=[O:10])[CH2:3]2.Br[CH2:12][C:13]1[CH:22]=[CH:21][C:16]([C:17]([O:19][CH3:20])=[O:18])=[CH:15][CH:14]=1.C(=O)([O-])[O-].[K+].[K+]>C(#N)C>[O:10]=[C:4]1[CH2:3][CH:2]2[N:9]([CH2:12][C:13]3[CH:22]=[CH:21][C:16]([C:17]([O:19][CH3:20])=[O:18])=[CH:15][CH:14]=3)[CH:6]([CH2:7][CH2:8]2)[CH2:5]1 |f:0.1,3.4.5|. Procedure details: A slurry of 8-azabicyclo[3.2.1]octan-3-one hydrochloride salt (0.52 g, 3.2 mmol) and methyl 4-(bromomethyl)benzoate (0.75 g, 3.3 mmol) in 30 mL of acetonitrile was stirred as solid potassium carbonate (1.9 g, 13.6 mmol) was added. After 4 days, the reaction was filtered. The filtrate was concentrated. Purification by chromatography on silica gel using hexane gave 0.66 g of methyl 4-[(3-oxo-8-azabicyclo[3.2.1]oct-8-yl)methyl]-benzoate. Reactants: CC1=NOC(=C1)C(=O)C1=C(C=CC=C1)COC(C)OCC (2-(1-ethoxyethyl)oxymethylphenyl 3-methylisoxazol-5-yl ketone), crude product, CI (methyl iodide), [BH4-].[Na+] (sodium borohydride), [H-].[Na+] (sodium hydride). Run in CCOCC (ether), CO (methanol), O1CCCC1 (tetrahydrofuran), CN(C=O)C (N,N-dimethylformamide), [Cl-].[Na+].O (brine). Yields the product C(C)OC(C)OCC1=C(C(OC)C2=CC(=NO2)C)C=CC=C1 (5-[2-(1-ethoxyethyl)oxymethyl-α-methoxybenzyl]-3-methylisoxazole). Yield: 94.7%. Reaction SMILES: [CH3:1][C:2]1[CH:6]=[C:5]([C:7]([C:9]2[CH:14]=[CH:13][CH:12]=[CH:11][C:10]=2[CH2:15][O:16][CH:17]([O:19][CH2:20][CH3:21])[CH3:18])=[O:8])[O:4][N:3]=1.[BH4-].[Na+].[CH3:24]I.[H-].[Na+]>[Cl-].[Na+].O.CCOCC.CN(C)C=O.CO.O1CCCC1>[CH2:20]([O:19][CH:17]([O:16][CH2:15][C:10]1[CH:11]=[CH:12][CH:13]=[CH:14][C:9]=1[CH:7]([C:5]1[O:4][N:3]=[C:2]([CH3:1])[CH:6]=1)[O:8][CH3:24])[CH3:18])[CH3:21] |f:1.2,4.5,6.7.8|. Reported procedure: To a mixture of 3.18 g (11 mmol) of 2-(1-ethoxyethyl)oxymethylphenyl 3-methylisoxazol-5-yl ketone, 11 ml of tetrahydrofuran and 11 ml of methanol was added 0.42 g (11 mmol) of sodium borohydride under ice-cooling and stirred at room temperature for an hour. After completion of the reaction, 300 ml of brine was added and extracted twice with 100 ml of dichloromethane. The extract was dried over anhydrous magnesium and concentrated under reduced pressure to give 3.30 g of a crude product of 5-[2-(... The reactants are C(C)OC(C(=O)NC1=C(C(=CC=C1)SC)C(N)=O)=O ([2-carbamyl-3-(methylthio)phenyl] oxamic acid ethyl ester), C([O-])(O)=O.[Na+] (sodium bicarbonate), ClC=1C=C(C(=O)OO)C=CC1 (m-chloroperoxybenzoic acid), C(Cl)Cl (methylene chloride). The solvent is O (water). Product: C(C)OC(C(=O)NC1=C(C(=CC=C1)S(=O)C)C(=O)N)=O ((2-Aminocarbonyl-3-methylsulfinylphenyl)oxamic acid ethyl ester). Reaction SMILES: [CH2:1]([O:3][C:4](=[O:19])[C:5]([NH:7][C:8]1[CH:13]=[CH:12][CH:11]=[C:10]([S:14][CH3:15])[C:9]=1[C:16](=[O:18])[NH2:17])=[O:6])[CH3:2].ClC1C=C(C=CC=1)C(OO)=[O:25].C(Cl)Cl.C(=O)(O)[O-].[Na+]>O>[CH2:1]([O:3][C:4](=[O:19])[C:5]([NH:7][C:8]1[CH:13]=[CH:12][CH:11]=[C:10]([S:14]([CH3:15])=[O:25])[C:9]=1[C:16]([NH2:17])=[O:18])=[O:6])[CH3:2] |f:3.4|. Procedure details: A mixture of 2.0 g. of [2-carbamyl-3-(methylthio)phenyl] oxamic acid ethyl ester and 1.44 g. of m-chloroperoxybenzoic acid in 200 ml. of methylene chloride is stirred for 2 hours. 0.6 g. of sodium bicarbonate in 20 ml. of water is added, the methylene chloride layer is separated, dried and evaporated. The residue is recrystallized from ethanol-diethyl ether, m.p. 164°-166° C. Reactants: CC(C)(C)C(=O)Cl, N#Cc1ccc(NCCCCO)c([N+](=O)[O-])c1, c1ccncc1. Product: CC(C)(C)C(=O)OCCCCNc1ccc(C#N)cc1[N+](=O)[O-]. Reaction SMILES: [C:18]([C:19]([CH3:20])([CH3:21])[CH3:22])(=[O:23])[Cl:24].[OH:1][CH2:2][CH2:3][CH2:4][CH2:5][NH:6][c:7]1[c:8]([N+:15](=[O:16])[O-:17])[cH:9][c:10]([C:11]#[N:12])[cH:13][cH:14]1.[cH:25]1[cH:26][cH:27][n:28][cH:29][cH:30]1>>[O:1]([CH2:2][CH2:3][CH2:4][CH2:5][NH:6][c:7]1[c:8]([N+:15](=[O:16])[O-:17])[cH:9][c:10]([C:11]#[N:12])[cH:13][cH:14]1)[C:18]([C:19]([CH3:20])([CH3:21])[CH3:22])=[O:23]. Reactants: C(CCC)O (n-butanol), N=C=N (carbodiimide), C(C1=CC=CC=C1)(=O)C1=C(C=CC=C1)N[C@H](C(=O)O)CC1=CC=C(C=C1)C1=CC(=CC=C1)N(C(=O)NCCCCCCC)C ((S)-2-(2-benzoylphenylamino)-3-[3′-(3-heptyl-1-methylureido)biphenyl-4-yl)propionic acid). The reagents and catalysts are CN(C)C=1C=CN=CC1 (DMAP). Run in C(Cl)Cl (DCM). Conditions: time 16 hour. Product: C(C1=CC=CC=C1)(=O)C1=C(C=CC=C1)N[C@H](C(=O)OCCCC)CC1=CC=C(C=C1)C1=CC(=CC=C1)N(C(=O)NCCCCCCC)C (butyl (S)-2-(2-benzoylphenylamino)-3-[3′-(3-heptyl-1-methylureido)biphenyl-4-yl]propionate). Isolated yield 20.1%. Reaction SMILES: [CH2:1](O)[CH2:2][CH2:3][CH3:4].N=C=N.[C:9]([C:17]1[CH:22]=[CH:21][CH:20]=[CH:19][C:18]=1[NH:23][C@@H:24]([CH2:28][C:29]1[CH:34]=[CH:33][C:32]([C:35]2[CH:40]=[CH:39][CH:38]=[C:37]([N:41]([CH3:52])[C:42]([NH:44][CH2:45][CH2:46][CH2:47][CH2:48][CH2:49][CH2:50][CH3:51])=[O:43])[CH:36]=2)=[CH:31][CH:30]=1)[C:25]([OH:27])=[O:26])(=[O:16])[C:10]1[CH:15]=[CH:14][CH:13]=[CH:12][CH:11]=1>CN(C1C=CN=CC=1)C.C(Cl)Cl>[C:9]([C:17]1[CH:22]=[CH:21][CH:20]=[CH:19][C:18]=1[NH:23][C@@H:24]([CH2:28][C:29]1[CH:34]=[CH:33][C:32]([C:35]2[CH:40]=[CH:39][CH:38]=[C:37]([N:41]([CH3:52])[C:42]([NH:44][CH2:45][CH2:46][CH2:47][CH2:48][CH2:49][CH2:50][CH3:51])=[O:43])[CH:36]=2)=[CH:31][CH:30]=1)[C:25]([O:27][CH2:1][CH2:2][CH2:3][CH3:4])=[O:26])(=[O:16])[C:10]1[CH:15]=[CH:14][CH:13]=[CH:12][CH:11]=1. Procedure details: 4.7 mg (63.3 μmol) of n-butanol, 5.7 mg (8.5 μmol) of PS-DMAP resin and 68 mg (94.0 μmol) of PS-carbodiimide are added successively to a solution containing 25 mg (42.3 μmol) of (S)-2-(2-benzoylphenylamino)-3-[3′-(3-heptyl-1-methylureido)biphenyl-4-yl]propionic acid (Example 2) in 0.6 ml of DCM. After stirring for 16 h at ambient temperature and then 5 h at 40° C., the reaction medium is filtered and the solvents are evaporated off. The reaction crude is purified by chromatography on a column of... The reactants are C(=S)=S (carbon disulfide), C(C1=CC=CC=C1)Br (benzyl bromide), CC(C)([O-])C.[K+] (potassium t-butoxide), [N+](#[C-])CC(=O)OC (methyl isocyanoacetate). The solvent is O1CCCC1 (tetrahydrofuran), O1CCCC1 (tetrahydrofuran), O1CCCC1 (tetrahydrofuran), O1CCCC1 (tetrahydrofuran). Run at time 15 minute. Yields the product C1(=CC=CC=C1)CSC1=C(N=CS1)C(=O)OC (methyl 5-(phenylmethylthio)-4-thiazolecarboxylate). RXN SMILES: CC(C)([O-])C.[K+].[N+:7]([CH2:9][C:10]([O:12][CH3:13])=[O:11])#[C-:8].[C:14](=[S:16])=[S:15].[CH2:17](Br)[C:18]1[CH:23]=[CH:22][CH:21]=[CH:20][CH:19]=1>O1CCCC1>[C:18]1([CH2:17][S:15][C:14]2[S:16][CH:8]=[N:7][C:9]=2[C:10]([O:12][CH3:13])=[O:11])[CH:23]=[CH:22][CH:21]=[CH:20][CH:19]=1 |f:0.1|. Procedure: A solution of 31.3 g of potassium t-butoxide in 280 ml of tetrahydrofuran was cooled to -50° and a solution of 27.7 g of methyl isocyanoacetate in 230 ml of tetrahydrofuran was addd dropwise at -50° to -40°. The resulting brown suspension was stirred 15 minutes then cooled to -78°, then a solution of 16.8 ml of carbon disulfide in 225 ml tetrahydrofuran was added dropwise while maintaining the temperature below -50°. The pinkish-brown thick suspension was allowed to warm to -15° to 10° over 15 t...